This data is from the Open Reaction Database (ORD), a public repository of structured organic reaction records. The task is: describe an organic reaction: reactants, conditions, products, and yield The reactants are C(C#C)Br (propargyl bromide), CC=1N2C(SC1)NCC2 (3-methyl-5,7-dihydroimidazo[2,1-b]thiazole). Solvent: C(C)#N (acetonitrile). Reaction conditions: time 16 hour. The product is [Br-].C(C#C)N1CC[N+]2=C1SC=C2C (7-Propargyl-3-methyl-5,6-dihydroimidazo[2,1-b]thiazolium bromide). As a reaction SMILES: [CH2:1]([Br:4])[C:2]#[CH:3].[CH3:5][C:6]1[N:7]2[CH2:13][CH2:12][NH:11][CH:8]2[S:9][CH:10]=1>C(#N)C>[Br-:4].[CH2:1]([N:11]1[C:8]2[S:9][CH:10]=[C:6]([CH3:5])[N+:7]=2[CH2:13][CH2:12]1)[C:2]#[CH:3] |f:3.4|. Procedure: A solution of 12 g. of propargyl bromide and 14 g. of 3-methyl-5,7-dihydroimidazo[2,1-b]thiazole (prepared by basification of 3-methyl-5,6-dihydroimidazo[2,1-b]thiazole hydrochloride with 5N sodium hydroxide solution) in 160 ml. of dry acetonitrile is allowed to stir at room temperature for 16 hrs. The solution is concentrated to a small volume and the precipitated product filtered. The purified product is obtained by recrystallization from acetonitrile-ethyl acetate, 21 g., m.p. 207°-208° C. Starting materials: Clc1ccc2nc(Br)sc2c1, COC(=O)Cc1ccc(N)c(Cl)c1, Cc1ccccc1C. Product: COC(=O)Cc1ccc(Nc2nc3ccc(Cl)cc3s2)c(Cl)c1. Reaction SMILES: [Br:1][c:2]1[s:3][c:4]2[c:5]([n:6]1)[cH:7][cH:8][c:9]([Cl:11])[cH:10]2.[NH2:12][c:13]1[c:14]([Cl:24])[cH:15][c:16]([CH2:19][C:20](=[O:21])[O:22][CH3:23])[cH:17][cH:18]1.[c:25]1([CH3:26])[c:27]([CH3:28])[cH:29][cH:30][cH:31][cH:32]1>>[c:2]1([NH:12][c:13]2[c:14]([Cl:24])[cH:15][c:16]([CH2:19][C:20](=[O:21])[O:22][CH3:23])[cH:17][cH:18]2)[s:3][c:4]2[c:5]([n:6]1)[cH:7][cH:8][c:9]([Cl:11])[cH:10]2.